This data is from the Open Reaction Database (ORD), a public repository of structured organic reaction records. The task is: describe an organic reaction: reactants, conditions, products, and yield Starting materials: C(CC(C)C)=O (isovaleraldehyde), C(C)(C)(C)OC(=O)N1CCC(CC1)NC1=CC=C(C=C1)OCC1=CC=CC=C1 (4-(4-Benzyloxy-phenylamino)-piperidine-1-carboxylic acid tert-butyl ester), [BH-](OC(=O)C)(OC(=O)C)OC(=O)C.[Na+] (NaBH(OAc)3). The solvent is CCOC(=O)C (EtOAc), C(Cl)Cl (CH2Cl2). Conditions: temperature 0 celsius, time 30 minute. The product is C(C)(C)(C)OC(=O)N1CCC(CC1)N(CCC(C)C)C1=CC=C(C=C1)OCC1=CC=CC=C1 (4-[(4-Benzyloxy-phenyl)-(3-methyl-butyl)-amino]-piperidine-1-carboxylic acid tert-butyl ester). Yield: 93.0%. RXN SMILES: [C:1]([O:5][C:6]([N:8]1[CH2:13][CH2:12][CH:11]([NH:14][C:15]2[CH:20]=[CH:19][C:18]([O:21][CH2:22][C:23]3[CH:28]=[CH:27][CH:26]=[CH:25][CH:24]=3)=[CH:17][CH:16]=2)[CH2:10][CH2:9]1)=[O:7])([CH3:4])([CH3:3])[CH3:2].[CH:29](=O)[CH2:30][CH:31]([CH3:33])[CH3:32].[BH-](OC(C)=O)(OC(C)=O)OC(C)=O.[Na+]>C(Cl)Cl.CCOC(C)=O>[C:1]([O:5][C:6]([N:8]1[CH2:13][CH2:12][CH:11]([N:14]([C:15]2[CH:16]=[CH:17][C:18]([O:21][CH2:22][C:23]3[CH:28]=[CH:27][CH:26]=[CH:25][CH:24]=3)=[CH:19][CH:20]=2)[CH2:29][CH2:30][CH:31]([CH3:33])[CH3:32])[CH2:10][CH2:9]1)=[O:7])([CH3:4])([CH3:2])[CH3:3] |f:2.3|. Reported procedure: 4-(4-Benzyloxy-phenylamino)-piperidine-1-carboxylic acid tert-butyl ester (40a, 3.0 g, 7.84 mmol) was dissolved in CH2Cl2 (50 mL) and treated with isovaleraldehyde (0.84 mL, 7.84 mmol). The reaction was stirred for 30 minutes, then cooled to 0° C., treated with NaBH(OAc)3, and stirred overnight. The reaction was diluted with EtOAc (400 mL), washed with saturated bicarbonate solution and brine, dried over Na2SO4, and concentrated. The residue was chromatographed on silica gel eluting with 6% MeOH... Reactants: C(#N)C1=NN(C=C1C=O)C1=C(C=C(C=C1Cl)C(F)(F)F)Cl (3-cyano-1-(2,6-dichloro-4-trifluoromethylphenyl)-4-formylpyrazole), Cl.NO (hydroxylamine hydrochloride), O1CCCC1 (tetrahydrofuran), CO (methanol). Solvent: O (water). Run at time 8 hour. Yields the product C(#N)C1=NN(C=C1C=NO)C1=C(C=C(C=C1Cl)C(F)(F)F)Cl (3-Cyano-1-(2,6-dichloro-4-trifluoromethylphenyl)-4-oximinomethylpyrazole). Reaction SMILES: [C:1]([C:3]1[C:7]([CH:8]=O)=[CH:6][N:5]([C:10]2[C:15]([Cl:16])=[CH:14][C:13]([C:17]([F:20])([F:19])[F:18])=[CH:12][C:11]=2[Cl:21])[N:4]=1)#[N:2].Cl.[NH2:23][OH:24].O1CCCC1.CO>O>[C:1]([C:3]1[C:7]([CH:8]=[N:23][OH:24])=[CH:6][N:5]([C:10]2[C:15]([Cl:16])=[CH:14][C:13]([C:17]([F:20])([F:19])[F:18])=[CH:12][C:11]=2[Cl:21])[N:4]=1)#[N:2] |f:1.2|. Reported procedure: A mixture of 3-cyano-1-(2,6-dichloro-4-trifluoromethylphenyl)-4-formylpyrazole (0.4 g), hydroxylamine hydrochloride (0.4 g), tetrahydrofuran (5 ml), methanol (50 ml) and water (2.5 ml) were stirred overnight. The mixture was partitioned between ether (50 ml) and water. The organic layer was separated, washed with saturated aqueous sodium hydrogen carbonate solution (50 ml), water (50 ml), then dried over Na2SO4 and evaporated to provide the title compound as a white solid, m.p. 170° C. The reactants are C1(CCCCC1)CCCN1CC2C(C2C1)(C)C=1C=C(C=CC1)N (3-[3-(3-cyclohexylpropyl)-6-methyl-3-azabicyclo[3.1.0]-hex-6-yl]phenylamine), N1=CC=CC=C1 (pyridine), C(C)S(=O)(=O)Cl (ethanesulfonylchloride). Solvent: ClCCl (dichloromethane). Reaction conditions: time 1.5 hour. Product: C1(CCCCC1)CCCN1CC2C(C2C1)(C)C=1C=C(C=CC1)NS(=O)(=O)CC (N-{3-[3-(3-Cyclohexylpropyl)-6-methyl-3-azabicyclo[3.1.0]hex-6-yl]phenyl}-1-ethanesulfonamide). Yield: 64.9%. Reaction SMILES: [CH:1]1([CH2:7][CH2:8][CH2:9][N:10]2[CH2:15][CH:14]3[CH:12]([C:13]3([C:17]3[CH:18]=[C:19]([NH2:23])[CH:20]=[CH:21][CH:22]=3)[CH3:16])[CH2:11]2)[CH2:6][CH2:5][CH2:4][CH2:3][CH2:2]1.N1C=CC=CC=1.[CH2:30]([S:32](Cl)(=[O:34])=[O:33])[CH3:31]>ClCCl>[CH:1]1([CH2:7][CH2:8][CH2:9][N:10]2[CH2:15][CH:14]3[CH:12]([C:13]3([C:17]3[CH:18]=[C:19]([NH:23][S:32]([CH2:30][CH3:31])(=[O:34])=[O:33])[CH:20]=[CH:21][CH:22]=3)[CH3:16])[CH2:11]2)[CH2:6][CH2:5][CH2:4][CH2:3][CH2:2]1. Procedure: To a solution of 3-[3-(3-cyclohexylpropyl)-6-methyl-3-azabicyclo[3.1.0]-hex-6-yl]phenylamine (Preparation 10, 25 mg, 0.08 mmol) in dichloromethane (2 ml) at 0° C. under nitrogen was added pyridine (20 μl, 0.24 mmol) then dropwise over 5 minutes ethanesulfonylchloride (25 μl, 34 mg, 0.26 mmol). The mixture was allowed to warm to room temperature and was stirred for 1.5 h. Further ethanesulfonylchlonide (25 μl, 34 mg, 0.26 mmol) was added and the mixture was stirred for 2 hours. The mixture was co... Starting materials: BrBr, CC(=O)O, Nc1ccc2ncn(Cc3ccccc3)c2c1. Yields the product Nc1ccc2ncn(Cc3ccccc3)c2c1Br. Reaction SMILES: [Br:18][Br:19].[C:20]([OH:21])(=[O:22])[CH3:23].[CH2:1]([c:2]1[cH:3][cH:4][cH:5][cH:6][cH:7]1)[n:8]1[cH:9][n:10][c:11]2[c:12]1[cH:13][c:14]([NH2:17])[cH:15][cH:16]2>>[CH2:1]([c:2]1[cH:3][cH:4][cH:5][cH:6][cH:7]1)[n:8]1[cH:9][n:10][c:11]2[c:12]1[c:13]([Br:18])[c:14]([NH2:17])[cH:15][cH:16]2. Starting materials: NC1=C(C(=O)OC)C=C(C=C1N)N1CCOCC1 (methyl 2,3-diamino-5-(4-morpholinyl)benzoate), C(=O)(C(F)(F)F)O (CF3COOH). The product is N1(CCOCC1)C1=CC2=C(NC(=N2)C(F)(F)F)C(=C1)C(=O)OC (methyl 5-(4-morpholinyl)-2-(trifluoromethyl)-1H-benzimidazole-7-carboxylate). RXN SMILES: [NH2:1][C:2]1[C:11]([NH2:12])=[CH:10][C:9]([N:13]2[CH2:18][CH2:17][O:16][CH2:15][CH2:14]2)=[CH:8][C:3]=1[C:4]([O:6][CH3:7])=[O:5].[C:19](O)([C:21]([F:24])([F:23])[F:22])=O>>[N:13]1([C:9]2[CH:8]=[C:3]([C:4]([O:6][CH3:7])=[O:5])[C:2]3[NH:1][C:19]([C:21]([F:24])([F:23])[F:22])=[N:12][C:11]=3[CH:10]=2)[CH2:18][CH2:17][O:16][CH2:15][CH2:14]1. Reported procedure: A mixture of methyl 2,3-diamino-5-(4-morpholinyl)benzoate (4.0 g) in CF3COOH (20 mL) was heated at reflux temperature for 8 h. When TLC analysis indicated consumption of starting material, the mixture was cooled to room temperature and the solvent was removed in-vacuo. The residue was diluted with aqueous NaHCO3 and extracted with EtOAc (250 mL×3). The combined organic layers were washed with brine (250 mL×2), dried over anhydrous Na2SO4. After filtration, the solvent was removed by rotary evapo... Run in C(Cl)Cl (DCM), C(Cl)Cl (DCM), C(Cl)Cl (DCM). Starting materials: O=C1OC(=CN1)C(=O)NCCC1CCNCC1 (2-oxo-N-(2-(piperidin-4-yl)ethyl)-2,3-dihydrooxazole-5-carboxamide), CCN(C(C)C)C(C)C (DIPEA), C(OCC1=CC(=CC(=C1)Cl)Cl)(=O)Cl (3,5-dichlorobenzyl carbonochloridate). Conditions: time 8 hour. As a reaction SMILES: [O:1]=[C:2]1[NH:6][CH:5]=[C:4]([C:7]([NH:9][CH2:10][CH2:11][CH:12]2[CH2:17][CH2:16][NH:15][CH2:14][CH2:13]2)=[O:8])[O:3]1.CCN(C(C)C)C(C)C.[C:27](Cl)(=[O:38])[O:28][CH2:29][C:30]1[CH:35]=[C:34]([Cl:36])[CH:33]=[C:32]([Cl:37])[CH:31]=1>C(Cl)Cl>[O:1]=[C:2]1[NH:6][CH:5]=[C:4]([C:7]([NH:9][CH2:10][CH2:11][CH:12]2[CH2:17][CH2:16][N:15]([C:27]([O:28][CH2:29][C:30]3[CH:31]=[C:32]([Cl:37])[CH:33]=[C:34]([Cl:36])[CH:35]=3)=[O:38])[CH2:14][CH2:13]2)=[O:8])[O:3]1. The product is O=C1OC(=CN1)C(=O)NCCC1CCN(CC1)C(=O)OCC1=CC(=CC(=C1)Cl)Cl (3,5-Dichlorobenzyl 4-(2-(2-oxo-2,3-dihydrooxazole-5-carboxamido)ethyl)piperidine-1-carboxylate). Reported procedure: 2-oxo-N-(2-(piperidin-4-yl)ethyl)-2,3-dihydrooxazole-5-carboxamide (step 3) (210 mg, 0.76 mmol) was suspended in DCM (2 ml). DIPEA (265 μl, 1.52 mmol) was added and the reaction mixture sonicated to aid dissolution. 3,5-dichlorobenzyl carbonochloridate (182 mg, 0.76 mmol) in DCM (2 ml) was added and the mixture was left stirring vigorously at RT overnight. The resulting mixture was diluted with DCM and washed with citric acid (emulsion formed). Brine was added and organics were separated, dried ... Starting materials: C(C(C)C)N([C@@H](CCCCNC(=O)OCC1C2=CC=CC=C2C=2C=CC=CC12)C(=O)O)S(=O)(=O)C1=CC=C(C=C1)C (Nα-isobutyl-Nα-(4-methylbenzenesulfonyl)-Nε-(9-fluorenylmethoxycarbonyl)-L-lysine), CC1=CC=C(C=C1)S(=O)(=O)N[C@@H](CCC(=O)O)C(=O)O (Nα-(4-methylbenzenesulfonyl)-L-glutamic acid). Yields the product CC1=CC=C(C=C1)S(=O)(=O)N[C@@H](CCC(=O)O)C(=O)NCCCC[C@@H](C(=O)O)N(CC(C)C)S(=O)(=O)C2=CC=C(C=C2)C (Nα-isobutyl-Nα-(4-methylbenzenesulfonyl)-Nε-[N′α-(4-methylbenzenesulfonyl)-L-glutamyl]-L-lysine), desired material. Isolated yield 25.0%. RXN SMILES: [CH2:1]([N:5]([S:32]([C:35]1[CH:40]=[CH:39][C:38]([CH3:41])=[CH:37][CH:36]=1)(=[O:34])=[O:33])[C@H:6]([C:29]([OH:31])=[O:30])[CH2:7][CH2:8][CH2:9][CH2:10][NH:11]C(OCC1C2C=CC=CC=2C2C1=CC=CC=2)=O)[CH:2]([CH3:4])[CH3:3].[CH3:42][C:43]1[CH:48]=[CH:47][C:46]([S:49]([NH:52][C@H:53]([C:59]([OH:61])=O)[CH2:54][CH2:55][C:56]([OH:58])=[O:57])(=[O:51])=[O:50])=[CH:45][CH:44]=1>>[CH3:42][C:43]1[CH:44]=[CH:45][C:46]([S:49]([NH:52][C@H:53]([C:59]([NH:11][CH2:10][CH2:9][CH2:8][CH2:7][C@H:6]([N:5]([S:32]([C:35]2[CH:40]=[CH:39][C:38]([CH3:41])=[CH:37][CH:36]=2)(=[O:34])=[O:33])[CH2:1][CH:2]([CH3:4])[CH3:3])[C:29]([OH:31])=[O:30])=[O:61])[CH2:54][CH2:55][C:56]([OH:58])=[O:57])(=[O:50])=[O:51])=[CH:47][CH:48]=1. Procedure details: The title compound was prepared from solid phase bound Nα-isobutyl-Nα-(4-methylbenzenesulfonyl)-Nε-(9-fluorenylmethoxycarbonyl)-L-lysine as described in general procedure Bb using Nα-(4-methylbenzenesulfonyl)-L-glutamic acid (360 mg, 1.2 mmol) prepared in step A of this example. The final product was purified by preparative HPLC to yield 20 mg (25%) of the desired material.